From a dataset of the Open Reaction Database (ORD), a public repository of structured organic reaction records. describe an organic reaction: reactants, conditions, products, and yield Starting materials: Cl.C(C1=CC=CC=C1)OC(CN1C(CNCC1)=O)=O (2-Oxopiperazine-1-acetic acid benzyl ester hydrochloride), C(C)(C)(C)OC(=O)N[C@@H](CC1=CC=CC=C1)C(=O)O (N-t-butoxycarbonyl-L-phenylalanine). The product is Cl.C(C1=CC=CC=C1)OC(CN1C(CN(CC1)C([C@@H](N)CC1=CC=CC=C1)=O)=O)=O (4-L-Phenylalanyl-2-oxopiperazine-1-acetic acid benzyl ester hydrochloride). Yield: 49.4%. Reaction SMILES: [ClH:1].[CH2:2]([O:9][C:10](=[O:19])[CH2:11][N:12]1[CH2:17][CH2:16][NH:15][CH2:14][C:13]1=[O:18])[C:3]1[CH:8]=[CH:7][CH:6]=[CH:5][CH:4]=1.C(OC([NH:27][C@H:28]([C:36](O)=[O:37])[CH2:29][C:30]1[CH:35]=[CH:34][CH:33]=[CH:32][CH:31]=1)=O)(C)(C)C>>[ClH:1].[CH2:2]([O:9][C:10](=[O:19])[CH2:11][N:12]1[CH2:17][CH2:16][N:15]([C:36](=[O:37])[C@H:28]([CH2:29][C:30]2[CH:31]=[CH:32][CH:33]=[CH:34][CH:35]=2)[NH2:27])[CH2:14][C:13]1=[O:18])[C:3]1[CH:4]=[CH:5][CH:6]=[CH:7][CH:8]=1 |f:0.1,3.4|. Reported procedure: 2-Oxopiperazine-1-acetic acid benzyl ester hydrochloride (2 g) and N-t-butoxycarbonyl-L-phenylalanine (5.6 g) were subjected to substantially the same procedure as in Working Example 21 to afford 1.5 g of the title compound as amorphous powder. Reactants: O=C1CCC(=O)N1Br, COC(=O)c1ccc(Cl)c(O[Si](C)(C)C(C)(C)C)c1C, COC(C)=O. Product: COC(=O)c1ccc(Cl)c(O[Si](C)(C)C(C)(C)C)c1CBr. Reaction SMILES: [Br:26][N:27]1[C:28](=[O:29])[CH2:30][CH2:31][C:32]1=[O:33].[C:1]([CH3:2])([CH3:3])([CH3:4])[Si:5]([O:6][c:7]1[c:8]([CH3:18])[c:9]([C:10](=[O:11])[O:12][CH3:13])[cH:14][cH:15][c:16]1[Cl:17])([CH3:19])[CH3:20].[C:21]([O:22][CH3:23])(=[O:24])[CH3:25]>>[C:1]([CH3:2])([CH3:3])([CH3:4])[Si:5]([O:6][c:7]1[c:8]([CH2:18][Br:26])[c:9]([C:10](=[O:11])[O:12][CH3:13])[cH:14][cH:15][c:16]1[Cl:17])([CH3:19])[CH3:20]. Starting materials: COC(=O)c1cc(NC(=O)CCCCl)cc(C(=O)OC)c1, [H-], [Na+], CN(C)C=O. The product is COC(=O)c1cc(C(=O)OC)cc(N2CCCC2=O)c1. Reaction SMILES: [Cl:1][CH2:2][CH2:3][CH2:4][C:5](=[O:6])[NH:7][c:8]1[cH:9][c:10]([C:18](=[O:19])[O:20][CH3:21])[cH:11][c:12]([C:13](=[O:14])[O:15][CH3:16])[cH:17]1.[H-:23].[Na+:22].[O:24]=[CH:25][N:26]([CH3:27])[CH3:28]>>[CH2:2]1[CH2:3][CH2:4][C:5](=[O:6])[N:7]1[c:8]1[cH:9][c:10]([C:18](=[O:19])[O:20][CH3:21])[cH:11][c:12]([C:13](=[O:14])[O:15][CH3:16])[cH:17]1. Starting materials: FC1=CC(=C(C=C1)N1C=C(C(C2=CC(=C(C(=C12)C)[N+](=O)[O-])F)=O)C(=O)OCC)C (Ethyl 1-(4-fluoro-2-methylphenyl)-6-fluoro-8-methyl-7-nitro-4-oxo-1,4-dihydroquinoline-3-carboxylate), [N+](=O)([O-])[O-].[K+] (potassium nitrate), ice water, resultant mixture. The solvent is S(O)(O)(=O)=O (sulfuric acid). Yields the product FC1=CC(=C(C=C1[N+](=O)[O-])N1C=C(C(C2=CC(=C(C(=C12)C)[N+](=O)[O-])F)=O)C(=O)OCC)C (Ethyl 1-(4-Fluoro-2-methyl-5-nitrophenyl)-6-fluoro-8-methyl-7-nitro-4-oxo-1,4-dihydroquinoline-3-carboxylate). Yield: 89.9%. As a reaction SMILES: [F:1][C:2]1[CH:7]=[CH:6][C:5]([N:8]2[C:17]3[C:12](=[CH:13][C:14]([F:22])=[C:15]([N+:19]([O-:21])=[O:20])[C:16]=3[CH3:18])[C:11](=[O:23])[C:10]([C:24]([O:26][CH2:27][CH3:28])=[O:25])=[CH:9]2)=[C:4]([CH3:29])[CH:3]=1.[N+:30]([O-])([O-:32])=[O:31].[K+]>S(=O)(=O)(O)O>[F:1][C:2]1[C:7]([N+:30]([O-:32])=[O:31])=[CH:6][C:5]([N:8]2[C:17]3[C:12](=[CH:13][C:14]([F:22])=[C:15]([N+:19]([O-:21])=[O:20])[C:16]=3[CH3:18])[C:11](=[O:23])[C:10]([C:24]([O:26][CH2:27][CH3:28])=[O:25])=[CH:9]2)=[C:4]([CH3:29])[CH:3]=1 |f:1.2|. Procedure: Ethyl 1-(4-fluoro-2-methylphenyl)-6-fluoro-8-methyl-7-nitro-4-oxo-1,4-dihydroquinoline-3-carboxylate (1.1 g) was added to concentrated sulfuric acid (10 ml), and potassium nitrate (330 mg) was added to the mixture under ice cooling. The resultant mixture was stirred at room temperature for 4 days. The reaction mixture was poured into ice water and extracted with chloroform. A chloroform layer was dried over anhydrous magnesium sulfate, and the solvent was distilled off to obtain the title compou... Reactants: BrCCCBr, Brc1ccc2[nH]c3ccc(Br)cc3c2c1, CCOC(C)=O, [K+], CN(C)C=O, [OH-]. Product: BrCCCn1c2ccc(Br)cc2c2cc(Br)ccc21. As a reaction SMILES: [Br:18][CH2:19][CH2:20][CH2:21][Br:22].[Br:3][c:4]1[cH:5][cH:6][c:7]2[nH:8][c:9]3[cH:10][cH:11][c:12]([Br:17])[cH:13][c:14]3[c:15]2[cH:16]1.[CH3:28][CH2:29][O:30][C:31]([CH3:32])=[O:33].[K+:2].[O:23]=[CH:24][N:25]([CH3:26])[CH3:27].[OH-:1]>>[Br:3][c:4]1[cH:5][cH:6][c:7]2[n:8]([CH2:21][CH2:20][CH2:19][Br:18])[c:9]3[cH:10][cH:11][c:12]([Br:17])[cH:13][c:14]3[c:15]2[cH:16]1.